describe an organic reaction: reactants, conditions, products, and yield From a dataset of the Open Reaction Database (ORD), a public repository of structured organic reaction records. Reactants: C(C)OC(CC1=CC(=C(C=C1)OC)OC1=C(C=C(C=C1)Cl)C=O)=O ([3-(4-chloro-2-formyl-phenoxy)-4-methoxy-phenyl]-acetic acid ethyl ester), [BH4-].[Na+] (sodium borohydride). Run in CO (MeOH). Reaction conditions: time 10 minute. The product is C(C)OC(CC1=CC(=C(C=C1)OC)OC1=C(C=C(C=C1)Cl)CO)=O ([3-(4-Chloro-2-hydroxymethyl-phenoxy)-4-methoxy-phenyl]-acetic acid ethyl ester). RXN SMILES: [CH2:1]([O:3][C:4](=[O:24])[CH2:5][C:6]1[CH:11]=[CH:10][C:9]([O:12][CH3:13])=[C:8]([O:14][C:15]2[CH:20]=[CH:19][C:18]([Cl:21])=[CH:17][C:16]=2[CH:22]=[O:23])[CH:7]=1)[CH3:2].[BH4-].[Na+]>CO>[CH2:1]([O:3][C:4](=[O:24])[CH2:5][C:6]1[CH:11]=[CH:10][C:9]([O:12][CH3:13])=[C:8]([O:14][C:15]2[CH:20]=[CH:19][C:18]([Cl:21])=[CH:17][C:16]=2[CH2:22][OH:23])[CH:7]=1)[CH3:2] |f:1.2|. Reported procedure: To [3-(4-chloro-2-formyl-phenoxy)-4-methoxy-phenyl]-acetic acid ethyl ester (0.9 g, 2.6 mmol) in MeOH (30 mL) was added sodium borohydride (0.11 g, 2.9 mmol), and the mixture was stirred at room temperature for 10 minutes. The mixture was worked-up to give the title compound.